From a dataset of the Open Reaction Database (ORD), a public repository of structured organic reaction records. describe an organic reaction: reactants, conditions, products, and yield Starting materials: ClC1=CC=C(C=C1)[C@@H](C)N ((R)-1-(4-chlorophenyl)-ethylamine), CC(=O)C1=CC=C(C=C1)Cl (4-chloroacetophenone), O (water). The reagents and catalysts are CCCCO.CCCCO.CCCCO.CCCCO.[Ti] (tetrabutyl ortho-titanate), CCCCO.CCCCO.CCCCO.CCCCO.[Ti] (tetrabutyl ortho-titanate), CCCCO.CCCCO.CCCCO.CCCCO.[Ti] (tetrabutyl ortho-titanate). Solvent: C1(=CC=CC=C1)C (toluene). Product: ClC1=CC=C(C=C1)[C@@H](C)N=C(C)C1=CC=C(C=C1)Cl ((R)-[1-(4-chlorophenyl)-ethyl]-[1-(4-chlorophenyl)-ethylidene]-amine). Isolated yield 65.8%. Reaction SMILES: [Cl:1][C:2]1[CH:7]=[CH:6][C:5]([C@H:8]([NH2:10])[CH3:9])=[CH:4][CH:3]=1.[CH3:11][C:12]([C:14]1[CH:19]=[CH:18][C:17]([Cl:20])=[CH:16][CH:15]=1)=O.O>C1(C)C=CC=CC=1.CCCCO.CCCCO.CCCCO.CCCCO.[Ti]>[Cl:1][C:2]1[CH:7]=[CH:6][C:5]([C@H:8]([N:10]=[C:12]([C:14]2[CH:19]=[CH:18][C:17]([Cl:20])=[CH:16][CH:15]=2)[CH3:11])[CH3:9])=[CH:4][CH:3]=1 |f:4.5.6.7.8|. Procedure: 3 g of tetrabutyl ortho-titanate are added to a solution of 52 g (0.35 mol) of (R)-1-(4-chlorophenyl)-ethylamine (97% ee) and 51.7 g (0.353 mol) of 4-chloroacetophenone in 300 ml of toluene at room temperature with stirring, and then the mixture is refluxed for 2 hours at the water separator. A further 2 g of tetrabutyl ortho-titanate are added, and the mixture is refluxed for a further 6 hours. A further 2 g of tetrabutyl ortho-titanate are then added, and the mixture is then refluxed for 3 hou...